This data is from the Open Reaction Database (ORD), a public repository of structured organic reaction records. The task is: describe an organic reaction: reactants, conditions, products, and yield The reactants are compound, ClC1=NC=NC2=CC=C(C=C12)O (4-chloro-6-hydroxy-quinazoline), FC1=C(C(=CC=C1)S(=O)(=O)C)F (1,2-difluoro-3-methanesulfonylbenzene), NC1=NN(C=C1)CC (3-amino-1-ethyl-1H-pyrazole). Yields the product FC1=C(OC=2C=C3C(=NC=NC3=CC2)NC2=NN(C=C2)CC)C(=CC=C1)S(=O)(=O)C ([6-(2-Fluoro-6-(methylsulfonyl)phenoxy)-quinazolin-4-yl]-(1-ethyl-1H-pyrazol-3-yl)-amine). Reaction SMILES: [F:1][C:2]1[CH:7]=[CH:6][CH:5]=[C:4]([S:8]([CH3:11])(=[O:10])=[O:9])[C:3]=1F.[NH2:13][C:14]1[CH:18]=[CH:17][N:16]([CH2:19][CH3:20])[N:15]=1.Cl[C:22]1[C:31]2[C:26](=[CH:27][CH:28]=[C:29]([OH:32])[CH:30]=2)[N:25]=[CH:24][N:23]=1>>[F:1][C:2]1[CH:7]=[CH:6][CH:5]=[C:4]([S:8]([CH3:11])(=[O:10])=[O:9])[C:3]=1[O:32][C:29]1[CH:30]=[C:31]2[C:26](=[CH:27][CH:28]=1)[N:25]=[CH:24][N:23]=[C:22]2[NH:13][C:14]1[CH:18]=[CH:17][N:16]([CH2:19][CH3:20])[N:15]=1. Procedure: The compound of Example 96 was manufactured by the same method as in Example 95, by a similar method thereto or by a combination of such a method with a conventional method using 1,2-difluoro-3-methanesulfonylbenzene, 3-amino-1-ethyl-1H-pyrazole and 4-chloro-6-hydroxy-quinazoline. Reactants: CC1=C(C(=CC=C1)C)Cl (2,6-dimethylphenyl chloride), CC(=O)C (acetone), P (phosphine), C(=O)([O-])[O-].[Cs+].[Cs+] (Cs2CO3). The reagents and catalysts are C(C=CC1=CC=CC=C1)Cl.[Pd] (palladium cinnamyl chloride). Product: CC1=C(C(=CC=C1)C)CC(C)=O (1-(2′,6′-Dimethylphenyl)-2-propanone). Yield: 84.0%. As a reaction SMILES: [CH3:1][C:2]1[CH:7]=[CH:6][CH:5]=[C:4]([CH3:8])[C:3]=1Cl.P.C([O-])([O-])=O.[Cs+].[Cs+].[CH3:17][C:18]([CH3:20])=[O:19]>C(Cl)C=CC1C=CC=CC=1.[Pd]>[CH3:1][C:2]1[CH:7]=[CH:6][CH:5]=[C:4]([CH3:8])[C:3]=1[CH2:17][C:18](=[O:19])[CH3:20] |f:2.3.4,6.7|. Procedure details: This reaction is carried out in the same manner as the reaction in example 3. The difference is that, the reactants are 2,6-dimethylphenyl chloride (142.4 mg, 1.0 mmol), palladium cinnamyl chloride (7.8 mg, 0.015 mmol), 2-Methoxy-6-(N-methyl-N-phenyl-amino)phenyldicyclohexyl)phosphine (24.4 mg, 0.060 mmol), Cs2CO3 (651.9 mg, 2.0 mmol) in 4.0 mL acetone at 90° C. for 22 h. 1-(2′,6′-Dimethylphenyl)-2-propanone (138.4 mg) was obtained with a yield of 84% as liquid. 1H NMR (300 MHz, CDCl3) δ 7.15-7.... Starting materials: Cc1ccc(F)c(N=C=O)c1, O=C=Nc1cccc(C(F)(F)F)c1, Cn1nc(N)c2c(-c3ccc(N)cc3)cncc21. The product is Cn1nc(N)c2c(-c3ccc(NC(=O)Nc4cccc(C(F)(F)F)c4)cc3)cncc21. Reaction SMILES: [F:32][c:33]1[cH:34][cH:35][c:36]([CH3:37])[cH:38][c:39]1[N:40]=[C:41]=[O:42].[N:19](=[C:20]=[O:21])[c:22]1[cH:23][c:24]([C:28]([F:29])([F:30])[F:31])[cH:25][cH:26][cH:27]1.[NH2:1][c:2]1[cH:3][cH:4][c:5](-[c:8]2[c:9]3[c:10]([cH:11][n:12][cH:13]2)[n:14]([CH3:18])[n:15][c:16]3[NH2:17])[cH:6][cH:7]1>>[NH:1]([c:2]1[cH:3][cH:4][c:5](-[c:8]2[c:9]3[c:10]([cH:11][n:12][cH:13]2)[n:14]([CH3:18])[n:15][c:16]3[NH2:17])[cH:6][cH:7]1)[C:20]([NH:19][c:22]1[cH:23][c:24]([C:28]([F:29])([F:30])[F:31])[cH:25][cH:26][cH:27]1)=[O:21]. The reactants are Cl, CN(C(=O)N(C)C1CNCC1c1ccc(F)cc1)c1cc(C(F)(F)F)cc(C(F)(F)F)c1, O=C(O)C1CCOCC1. Yields the product CN(C(=O)N(C)C1CN(C(=O)C2CCOCC2)CC1c1ccc(F)cc1)c1cc(C(F)(F)F)cc(C(F)(F)F)c1. Reaction SMILES: [ClH:1].[F:2][C:3]([c:4]1[cH:5][c:6]([N:14]([C:15](=[O:16])[N:17]([CH3:18])[CH:19]2[CH2:20][NH:21][CH2:22][CH:23]2[c:24]2[cH:25][cH:26][c:27]([F:30])[cH:28][cH:29]2)[CH3:31])[cH:7][c:8]([C:10]([F:11])([F:12])[F:13])[cH:9]1)([F:32])[F:33].[O:34]1[CH2:35][CH2:36][CH:37]([C:40](=[O:41])[OH:42])[CH2:38][CH2:39]1>>[F:2][C:3]([c:4]1[cH:5][c:6]([N:14]([C:15](=[O:16])[N:17]([CH3:18])[CH:19]2[CH2:20][N:21]([C:40]([CH:37]3[CH2:36][CH2:35][O:34][CH2:39][CH2:38]3)=[O:41])[CH2:22][CH:23]2[c:24]2[cH:25][cH:26][c:27]([F:30])[cH:28][cH:29]2)[CH3:31])[cH:7][c:8]([C:10]([F:11])([F:12])[F:13])[cH:9]1)([F:32])[F:33]. Starting materials: OCC=1C(=NC(=NC1)NC1=CC(=CC=C1)[N+](=O)[O-])NCCCNC(OCC1=CC=CC=C1)=O (phenylmethyl [3-[[5-(hydroxymethyl)-2-[(3-nitrophenyl)amino]pyrimidin-4-yl]amino]propyl]carbamate), Cl[Si](C)(C)C(C)(C)C (chloro(1,1-dimethylethyl)dimethylsilane), N1C=NC=C1 (1H-imidazole), ice water. Solvent: CN(C)C=O (DMF). Yields the product C1(=CC=CC=C1)COC(NCCCNC1=NC(=NC=C1CO[Si](C)(C)C(C)(C)C)NC1=CC(=CC=C1)[N+](=O)[O-])=O (Phenylmethyl[3-[[5-[[[(1,1-dimethylethyl)dimethylsilyl]oxy]methyl]-2-[(3-nitrophenyl)amino]pyrimidin-4-yl]amino]propyl]carbamate). Isolated yield 95.8%. As a reaction SMILES: [OH:1][CH2:2][C:3]1[C:4]([NH:19][CH2:20][CH2:21][CH2:22][NH:23][C:24](=[O:33])[O:25][CH2:26][C:27]2[CH:32]=[CH:31][CH:30]=[CH:29][CH:28]=2)=[N:5][C:6]([NH:9][C:10]2[CH:15]=[CH:14][CH:13]=[C:12]([N+:16]([O-:18])=[O:17])[CH:11]=2)=[N:7][CH:8]=1.Cl[Si:35]([C:38]([CH3:41])([CH3:40])[CH3:39])([CH3:37])[CH3:36].N1C=CN=C1>CN(C=O)C>[C:27]1([CH2:26][O:25][C:24](=[O:33])[NH:23][CH2:22][CH2:21][CH2:20][NH:19][C:4]2[C:3]([CH2:2][O:1][Si:35]([C:38]([CH3:41])([CH3:40])[CH3:39])([CH3:37])[CH3:36])=[CH:8][N:7]=[C:6]([NH:9][C:10]3[CH:15]=[CH:14][CH:13]=[C:12]([N+:16]([O-:18])=[O:17])[CH:11]=3)[N:5]=2)[CH:28]=[CH:29][CH:30]=[CH:31][CH:32]=1. Reported procedure: A DMF solution (5 ml) of phenylmethyl [3-[[5-(hydroxymethyl)-2-[(3-nitrophenyl)amino]pyrimidin-4-yl]amino]propyl]carbamate (250 mg), chloro(1,1-dimethylethyl)dimethylsilane (190 mg) and 1H-imidazole (170 mg) was stirred at room temperature (48 h). After addition of ice water the mixture was extracted with ethyl acetate. The organic layer was washed with water, brine, dried (Na2SO4), filtered and evaporated. Trituration of the residue with diethyl ether yielded the title compound (300 mg). The reactants are I(=O)(=O)(=O)[O-].[Na+] (sodium periodate), ClC1=CC=C(C=C1)C1C(C(OC1CCCO)=O)=C (4-(4-Chlorophenyl)-5-(3-hydroxypropyl)-3-methylenetetrahydro-2-furanone), CC(=O)C (acetone), CC(=O)C.OS(=O)(=O)O.O=[Cr](=O)=O (Jones reagent), C(C)(=O)OCC (ethyl acetate), ice water. Reagents/catalysts: O=[Os](=O)(=O)=O (osmic acid). The solvent is O1CCOCC1 (dioxane), O (water), O (water). Conditions: time 2 hour. Product: ClC1=CC=C(C=C1)C=1C(OC(C1O)=O)CCC(=O)O (3-[3-(4-chlorophenyl)-4-hydroxy-5-oxo-2,5-dihydro-2-furyl]propionic acid). Reaction SMILES: [Cl:1][C:2]1[CH:7]=[CH:6][C:5](C2C(CCCO)OC(=O)C2=C)=[CH:4][CH:3]=1.[CH3:19][C:20]([CH3:22])=[O:21].OS(O)(=O)=O.O=[Cr](=O)=O.I([O-])(=O)(=O)=[O:33].[Na+].[C:38]([O:41]CC)(=[O:40])[CH3:39].C[C:45]([CH3:47])=[O:46]>O1CCOCC1.O.O=[Os](=O)(=O)=O>[Cl:1][C:2]1[CH:3]=[CH:4][C:5]([C:19]2[CH:20]([CH2:22][CH2:39][C:38]([OH:41])=[O:40])[O:21][C:47](=[O:33])[C:45]=2[OH:46])=[CH:6][CH:7]=1 |f:1.2.3,4.5|. Reported procedure: 4-(4-Chlorophenyl)-5-(3-hydroxypropyl)-3-methylenetetrahydro-2-furanone (100 mg) was dissolved in acetone (2 ml), and Jones reagent (0.25 ml) was added dropwise with ice-cooling. The mixture was stirred at the same temperature for 2 hours, poured into ice water (20 ml) and extracted with ethyl acetate. The extract was washed with water and dried over magnesium sulfate. The solvent was then distilled off to give crude 3-[3-(4-chlorophenyl)-5-oxo-4-methylenetetrahydro-2-furyl]propionic acid (80 mg... The reactants are FC(C(=O)[O-])(F)F (trifluoroacetate), S1C=C(C=C1)B(O)O (thiophen-3-ylboronic acid), ClC1=CC=NC2=CC=CC=C12 (4-chloroquinoline). Product: N1=CC=C(C2=CC=CC=C12)N1CCOC2=C(C1)C=C(C=C2)C2=CSC=C2 (4-Quinolin-4-yl-7-(3-thienyl)-2,3,4,5-tetrahydro-1,4-benzoxazepine). As a reaction SMILES: F[C:2](F)(F)[C:3]([O-:5])=O.[S:8]1[CH:12]=[CH:11][C:10](B(O)O)=[CH:9]1.Cl[C:17]1[C:26]2[C:21](=[CH:22][CH:23]=[CH:24][CH:25]=2)[N:20]=[CH:19][CH:18]=1>>[N:20]1[C:21]2[C:26](=[CH:25][CH:24]=[CH:23][CH:22]=2)[C:17]([N:20]2[CH2:19][C:18]3[CH:17]=[C:26]([C:10]4[CH:11]=[CH:12][S:8][CH:9]=4)[CH:25]=[CH:2][C:3]=3[O:5][CH2:22][CH2:21]2)=[CH:18][CH:19]=1. Reported procedure: Prepared as the trifluoroacetate salt according to the method of example 3 by using thiophen-3-ylboronic acid in step 1 and 4-chloroquinoline in step 3. 1H NMR (400 MHz, d6-DMSO): 8.56 (d, 1H), 8.32 (d, 1H), 8.01-7.91 (m, 3H), 7.85 (s, 1H), 7.71-7.65 (m, 2H), 7.63-7.58 (m, 2H), 6.97-6.91 (m, 2H), 5.25 (s, 2H), 4.60 (t, 2H), 4.40 (t, 2H); MS (EI) for C22H18N2OS: 359 (MH+).